From a dataset of the Open Reaction Database (ORD), a public repository of structured organic reaction records. describe an organic reaction: reactants, conditions, products, and yield Starting materials: CCOC(=O)C1CC(=CC#N)CCN1C(=O)OC(C)(C)C, CCO. The product is CCOC(=O)C1CC(CC#N)CCN1C(=O)OC(C)(C)C. Reaction SMILES: [C:1](#[N:2])[CH:3]=[C:4]1[CH2:5][CH:6]([C:17](=[O:18])[O:19][CH2:20][CH3:21])[N:7]([C:10](=[O:11])[O:12][C:13]([CH3:14])([CH3:15])[CH3:16])[CH2:8][CH2:9]1.[CH3:22][CH2:23][OH:24]>>[C:1](#[N:2])[CH2:3][CH:4]1[CH2:5][CH:6]([C:17](=[O:18])[O:19][CH2:20][CH3:21])[N:7]([C:10](=[O:11])[O:12][C:13]([CH3:14])([CH3:15])[CH3:16])[CH2:8][CH2:9]1. Starting materials: OC1CN(CCC1C1=CC=C(C=C1)OCCCOC1=C(C=CC=C1)C)C(=O)OC(C)(C)C (tert-butyl 3-hydroxy-4-[4-(3-o-tolyloxypropoxy)phenyl]piperidine-1-carboxylate), ClCC=1C=CC2=C(N(C(CO2)=O)CCCOC)C1 (6-chloromethyl-4-(3-methoxypropyl)-4H-benzo[1,4]oxazin-3-one). Product: COCCCN1C(COC2=C1C=C(C=C2)COC2CN(CCC2C2=CC=C(C=C2)OCCCOC2=C(C=CC=C2)C)C(=O)OC(C)(C)C)=O (tert-Butyl 3-[4-(3-methoxypropyl)-3-oxo-3,4-dihydro-2H-benzo[1,4]oxazin-6-yl methoxy]-4-[4-(3-o-tolyloxypropoxy)phenyl]piperidine-1-carboxylate). As a reaction SMILES: [OH:1][CH:2]1[CH:7]([C:8]2[CH:13]=[CH:12][C:11]([O:14][CH2:15][CH2:16][CH2:17][O:18][C:19]3[CH:24]=[CH:23][CH:22]=[CH:21][C:20]=3[CH3:25])=[CH:10][CH:9]=2)[CH2:6][CH2:5][N:4]([C:26]([O:28][C:29]([CH3:32])([CH3:31])[CH3:30])=[O:27])[CH2:3]1.Cl[CH2:34][C:35]1[CH:36]=[CH:37][C:38]2[O:43][CH2:42][C:41](=[O:44])[N:40]([CH2:45][CH2:46][CH2:47][O:48][CH3:49])[C:39]=2[CH:50]=1>>[CH3:49][O:48][CH2:47][CH2:46][CH2:45][N:40]1[C:39]2[CH:50]=[C:35]([CH2:34][O:1][CH:2]3[CH:7]([C:8]4[CH:9]=[CH:10][C:11]([O:14][CH2:15][CH2:16][CH2:17][O:18][C:19]5[CH:24]=[CH:23][CH:22]=[CH:21][C:20]=5[CH3:25])=[CH:12][CH:13]=4)[CH2:6][CH2:5][N:4]([C:26]([O:28][C:29]([CH3:32])([CH3:31])[CH3:30])=[O:27])[CH2:3]3)[CH:36]=[CH:37][C:38]=2[O:43][CH2:42][C:41]1=[O:44]. Procedure: Analogously to Method D, 1.04 g of tert-butyl 3-hydroxy-4-[4-(3-o-tolyloxypropoxy)phenyl]piperidine-1-carboxylate and 0.700 g of 6-chloromethyl-4-(3-methoxypropyl)-4H-benzo[1,4]oxazin-3-one (Example 2a) are reacted. The title compound is obtained as a colourless oil. Rf=0.40 (1:1 EtOAc-heptane); Rt=5.90. The reactants are [BH3-]C#N, COC(=O)C(CCSC)NC(=O)c1ccc(N)cc1-c1ccccc1C, CC(=O)O, CO, [Na+], O=Cc1cccnc1. Yields the product COC(=O)C(CCSC)NC(=O)c1ccc(NCc2cccnc2)cc1-c1ccccc1C. Reaction SMILES: [C:35]([BH3-:36])#[N:37].[CH3:1][O:2][C:3]([CH:4]([NH:5][C:6]([c:7]1[c:8](-[c:14]2[c:15]([CH3:20])[cH:16][cH:17][cH:18][cH:19]2)[cH:9][c:10]([NH2:13])[cH:11][cH:12]1)=[O:21])[CH2:22][CH2:23][S:24][CH3:25])=[O:26].[CH3:39][C:40](=[O:41])[OH:42].[CH3:43][OH:44].[Na+:38].[n:27]1[cH:28][c:29]([CH:33]=[O:34])[cH:30][cH:31][cH:32]1>>[CH3:1][O:2][C:3]([CH:4]([NH:5][C:6]([c:7]1[c:8](-[c:14]2[c:15]([CH3:20])[cH:16][cH:17][cH:18][cH:19]2)[cH:9][c:10]([NH:13][CH2:33][c:29]2[cH:28][n:27][cH:32][cH:31][cH:30]2)[cH:11][cH:12]1)=[O:21])[CH2:22][CH2:23][S:24][CH3:25])=[O:26]. Reactants: CSC (DMS), CCCCN1CCCCC1C(=O)NC=2C(=CC=CC2C)C (bupivacaine), Teflon. Solvent: C(C)O (ethanol), C(C)O (ethanol). Yields the product CSC.CCCCN1CCCCC1C(=O)NC=2C(=CC=CC2C)C (DMS bupivacaine). RXN SMILES: [CH3:1][S:2][CH3:3].[CH3:4][CH2:5][CH2:6][CH2:7][N:8]1[CH:13]([C:14]([NH:16][C:17]2[C:18]([CH3:24])=[CH:19][CH:20]=[CH:21][C:22]=2[CH3:23])=[O:15])[CH2:12][CH2:11][CH2:10][CH2:9]1>C(O)C>[CH3:1][S:2][CH3:3].[CH3:4][CH2:5][CH2:6][CH2:7][N:8]1[CH:13]([C:14]([NH:16][C:17]2[C:18]([CH3:24])=[CH:19][CH:20]=[CH:21][C:22]=2[CH3:23])=[O:15])[CH2:12][CH2:11][CH2:10][CH2:9]1 |f:3.4|. Procedure: A uniform mixture of DMS and bupivacaine was formed by combining DMS dissolved in 95% ethanol with bupivacaine dissolved in 95% ethanol. The solution was air-dried under the hood at room temperature until the ethanol evaporated and left behind a well-dispersed mixture of dry crystalline DMS and bupivacaine. The crystalline mixture was pulverized under mortar and pestle and combined with copolymer. The rest of the procedures followed those described for CHP PLAMs. All DMS/bupivacaine PLAMs were s... Starting materials: COC(=O)C(CC(C)C)NCCC(O)C(CC(C)C)NC(=O)OC(C)(C)C, [Na+], C1COCCO1, [OH-], O. Product: CC(C)CC(NCCC(O)C(CC(C)C)NC(=O)OC(C)(C)C)C(=O)O. As a reaction SMILES: [CH3:1][O:2][C:3]([CH:4]([NH:5][CH2:6][CH2:7][CH:8]([CH:9]([CH2:10][CH:11]([CH3:12])[CH3:13])[NH:14][C:15](=[O:16])[O:17][C:18]([CH3:19])([CH3:20])[CH3:21])[OH:22])[CH2:23][CH:24]([CH3:25])[CH3:26])=[O:27].[Na+:29].[O:30]1[CH2:31][CH2:32][O:33][CH2:34][CH2:35]1.[OH-:28].[OH2:36]>>[O:2]=[C:3]([CH:4]([NH:5][CH2:6][CH2:7][CH:8]([CH:9]([CH2:10][CH:11]([CH3:12])[CH3:13])[NH:14][C:15](=[O:16])[O:17][C:18]([CH3:19])([CH3:20])[CH3:21])[OH:22])[CH2:23][CH:24]([CH3:25])[CH3:26])[OH:27].